This data is from the Open Reaction Database (ORD), a public repository of structured organic reaction records. The task is: describe an organic reaction: reactants, conditions, products, and yield The reactants are CC#N, CCOC(C)=O, CCO, O=C(Cc1ccc(F)cc1)N=C=S, Nc1ccc(Oc2cc(NC(=O)N3CCC(N4CCC4)CC3)ncn2)c(F)c1, [Na+], O=C([O-])O. The product is O=C(Cc1ccc(F)cc1)NC(=S)Nc1ccc(Oc2cc(NC(=O)N3CCC(N4CCC4)CC3)ncn2)c(F)c1. As a reaction SMILES: [C:29](#[N:30])[CH3:31].[CH3:45][CH2:46][O:47][C:48](=[O:49])[CH3:50].[CH3:56][CH2:57][OH:58].[F:32][c:33]1[cH:34][cH:35][c:36]([CH2:39][C:40](=[O:41])[N:42]=[C:43]=[S:44])[cH:37][cH:38]1.[NH2:1][c:2]1[cH:3][c:4]([F:28])[c:5]([O:6][c:7]2[cH:8][c:9]([NH:13][C:14](=[O:15])[N:16]3[CH2:17][CH2:18][CH:19]([N:22]4[CH2:23][CH2:24][CH2:25]4)[CH2:20][CH2:21]3)[n:10][cH:11][n:12]2)[cH:26][cH:27]1.[Na+:51].[OH:52][C:53](=[O:54])[O-:55]>>[NH:1]([c:2]1[cH:3][c:4]([F:28])[c:5]([O:6][c:7]2[cH:8][c:9]([NH:13][C:14](=[O:15])[N:16]3[CH2:17][CH2:18][CH:19]([N:22]4[CH2:23][CH2:24][CH2:25]4)[CH2:20][CH2:21]3)[n:10][cH:11][n:12]2)[cH:26][cH:27]1)[C:43]([NH:42][C:40]([CH2:39][c:36]1[cH:35][cH:34][c:33]([F:32])[cH:38][cH:37]1)=[O:41])=[S:44]. The product is CC(=O)[O-], CCc1n(N)cc[n+]1N. Reaction SMILES: [CH3:11][C:12]([O-:13])=[O:14].[Cl-:1].[NH2:2][n+:3]1[c:4]([CH2:9][CH3:10])[n:5]([NH2:8])[cH:6][cH:7]1>>[CH3:11][C:12](=[O:13])[O-:14].[NH2:2][n+:3]1[c:4]([CH2:9][CH3:10])[n:5]([NH2:8])[cH:6][cH:7]1. The reactants are CC(=O)[O-], [Cl-], CCc1n(N)cc[n+]1N.